From a dataset of the Open Reaction Database (ORD), a public repository of structured organic reaction records. describe an organic reaction: reactants, conditions, products, and yield The reactants are BrC1=C(C=CC(=C1)C)OC (2-bromo-1-methoxy-4-methyl benzene), ClC1=C2C(C(NC2=CC=C1Cl)=O)=O (4,5-dichloroisatin). Yields the product ClC1=C2C(C(NC2=CC=C1Cl)=O)(C1=C(C=CC(=C1)C)OC)O (4,5-dichloro-3-hydroxy-3-(2-methoxy-5-methylphenyl)-1,3-dihydro-2H-indol-2-one). Yield: 52.4%. RXN SMILES: Br[C:2]1[CH:7]=[C:6]([CH3:8])[CH:5]=[CH:4][C:3]=1[O:9][CH3:10].[Cl:11][C:12]1[C:20]([Cl:21])=[CH:19][CH:18]=[C:17]2[C:13]=1[C:14](=[O:23])[C:15](=[O:22])[NH:16]2>>[Cl:11][C:12]1[C:20]([Cl:21])=[CH:19][CH:18]=[C:17]2[C:13]=1[C:14]([OH:23])([C:2]1[CH:7]=[C:6]([CH3:8])[CH:5]=[CH:4][C:3]=1[O:9][CH3:10])[C:15](=[O:22])[NH:16]2. Reported procedure: With 3.02 g of 2-bromo-1-methoxy-4-methyl benzene and 1.50 g of 4,5-dichloroisatin as starting materials, 1.23 g of the title compound (yellow solid) was obtained by a similar method to Step 21-1.